From a dataset of the Open Reaction Database (ORD), a public repository of structured organic reaction records. describe an organic reaction: reactants, conditions, products, and yield Reactants: C[Si]([N-][Si](C)(C)C)(C)C.[Li+] (Lithium hexamethyldisilazide), F[B-](F)(F)F.C(C1=CC=CC=C1)[N+]=1CCCC1OCC (1-benzyl-5-ethoxy-3,4-dihydro-2H-pyrrolium tetrafluoroborate), C1(=CC=CC=C1)CC(=O)OC (Methyl phenylacetate). Run in C1CCOC1 (THF), O1CCCC1 (tetrahydrofuran). Conditions: temperature -78 celsius, time 15 minute. Yields the product C(C1=CC=CC=C1)N1C(CCC1)=C(C(=O)OC)C1=CC=CC=C1 (methyl 2-(1-benzylpyrrolidin-2-ylidene)(phenyl)acetate). RXN SMILES: C[Si](C)(C)[N-][Si](C)(C)C.[Li+].[C:11]1([CH2:17][C:18]([O:20][CH3:21])=[O:19])[CH:16]=[CH:15][CH:14]=[CH:13][CH:12]=1.F[B-](F)(F)F.[CH2:27]([N+:34]1[CH2:35][CH2:36][CH2:37][C:38]=1OCC)[C:28]1[CH:33]=[CH:32][CH:31]=[CH:30][CH:29]=1>O1CCCC1>[CH2:27]([N:34]1[CH2:35][CH2:36][CH2:37][C:38]1=[C:17]([C:11]1[CH:16]=[CH:15][CH:14]=[CH:13][CH:12]=1)[C:18]([O:20][CH3:21])=[O:19])[C:28]1[CH:33]=[CH:32][CH:31]=[CH:30][CH:29]=1 |f:0.1,3.4|. Reported procedure: Lithium hexamethyldisilazide solution (8.39 mL of 1M in tetrahydrofuran, 8.39 mmol) was added to dry THF and cooled to −78° C. Methyl phenylacetate (1.15 mL, 7.99 mmol) was added dropwise, and the reaction stirred for 15 minutes. A solution of 1-benzyl-5-ethoxy-3,4-dihydro-2H-pyrrolium tetrafluoroborate in 5 mL of tetrahydrofuran was added dropwise, and after one hour the reaction was allowed to warm to room temperature. The mixture was quenched with saturated NaHCO3 solution, warmed to ambient ... Starting materials: [BH4-].[Na+] (sodium borohydride), ClC1=CC=C(C=C1)C=1N=C2N(C=C(C=C2)C2=CC=C(O2)C=O)C1 (5-[2-(4-chlorophenyl)imidazo[1,2-a]pyridin-6-yl]furan-2-carbaldehyde). Solvent: CO (methanol). Conditions: time 2 hour. Yields the product ClC1=CC=C(C=C1)C=1N=C2N(C=C(C=C2)C2=CC=C(O2)CO)C1 ({5-[2-(4-Chlorophenyl)imidazo[1,2-a]pyridin-6-yl]furan-2-yl}methanol). The yield is 37.3%. As a reaction SMILES: [BH4-].[Na+].[Cl:3][C:4]1[CH:9]=[CH:8][C:7]([C:10]2[N:11]=[C:12]3[CH:17]=[CH:16][C:15]([C:18]4[O:22][C:21]([CH:23]=[O:24])=[CH:20][CH:19]=4)=[CH:14][N:13]3[CH:25]=2)=[CH:6][CH:5]=1>CO>[Cl:3][C:4]1[CH:9]=[CH:8][C:7]([C:10]2[N:11]=[C:12]3[CH:17]=[CH:16][C:15]([C:18]4[O:22][C:21]([CH2:23][OH:24])=[CH:20][CH:19]=4)=[CH:14][N:13]3[CH:25]=2)=[CH:6][CH:5]=1 |f:0.1|. Reported procedure: 122 mg of sodium borohydride are added, in small portions, to 104 mg of 5-[2-(4-chlorophenyl)imidazo[1,2-a]pyridin-6-yl]furan-2-carbaldehyde dissolved in 20 ml of methanol. The mixture is subsequently stirred at ambient temperature for 2 hours, and the solvent is then evaporated off under reduced pressure. The residue is taken up between dichloromethane and water. The organic phase is separated, dried over sodium sulphate and concentrated under reduced pressure. 39 mg of compound are obtained. Starting materials: C1(=C(C(=CC(=C1)C)C)NC=1SC2=C(N1)C=C(C=C2N)C)C (N2-mesityl-5-methyl-1,3-benzothiazole-2,7-diamine), C(CC)=O (propionaldehyde), C(C)(=O)O[BH-](OC(C)=O)OC(C)=O.[Na+] (sodium triacetoxyborohydride), CC(=O)O (AcOH). Run in ClCCl (dichloromethane). Run at time 18 hour. Product: C1(=C(C(=CC(=C1)C)C)NC=1SC2=C(N1)C=C(C=C2N(CCC)CCC)C)C (N2-Mesityl-5-methyl-N7,N7-dipropyl-1,3-benzothiazole-2,7-diamine). As a reaction SMILES: [C:1]1([CH3:21])[CH:6]=[C:5]([CH3:7])[CH:4]=[C:3]([CH3:8])[C:2]=1[NH:9][C:10]1[S:11][C:12]2[C:18]([NH2:19])=[CH:17][C:16]([CH3:20])=[CH:15][C:13]=2[N:14]=1.[CH:22](=O)[CH2:23][CH3:24].C(O[BH-](O[C:36](=O)[CH3:37])OC(=O)C)(=O)C.[Na+].[CH3:40]C(O)=O>ClCCl>[C:1]1([CH3:21])[CH:6]=[C:5]([CH3:7])[CH:4]=[C:3]([CH3:8])[C:2]=1[NH:9][C:10]1[S:11][C:12]2[C:18]([N:19]([CH2:40][CH2:36][CH3:37])[CH2:22][CH2:23][CH3:24])=[CH:17][C:16]([CH3:20])=[CH:15][C:13]=2[N:14]=1 |f:2.3|. Procedure: To a solution of N2-mesityl-5-methyl-1,3-benzothiazole-2,7-diamine (10 mg, 0.0336) in dichloromethane (1 ml) was added propionaldehyde (0.012 ml, 0.168 mmol) followed after 30 min by sodium triacetoxyborohydride (29 mg, 0.135 mmol) and AcOH (0.0039 ml). The mixture was stirred at room temperature for 18 h. The reaction was quenched with saturated NaHCO3 solution. The aqueous solution was extracted with dichloromethane. The extract was washed with brine, dried over magnesium sulfate and concentra... Reactants: C(C1=CC=CC=C1)(=O)OC1(C(N(C2=CC=C(C=C12)C)CC)=O)CC1=CC(=C(C(=C1)OC)OC)OC (1-ethyl-5-methyl-2-oxo-3-(3,4,5-trimethoxybenzyl)indolin-3-yl benzoate), C(C1=CC=CC=C1)(=O)OC1C(N(C2=CC=C(C=C12)C)CCC(C)C)=O (1-isopentyl-5-methyl-2-oxoindolin-3-yl benzoate), BrCC1=CC(=C(C=C1)OC)OC (4-(bromomethyl)-1,2-dimethoxybenzene). Yields the product C(C1=CC=CC=C1)(=O)OC1(C(N(C2=CC=C(C=C12)C)CCC(C)C)=O)CC1=CC(=C(C=C1)OC)OC (3-(3,4-dimethoxybenzyl)-1-isopentyl-5-methyl-2-oxoindolin-3-yl benzoate). RXN SMILES: C(OC1([CH2:23][C:24]2[CH:29]=[C:28]([O:30][CH3:31])[C:27]([O:32][CH3:33])=[C:26](OC)[CH:25]=2)C2C(=CC=C(C)C=2)N(CC)C1=O)(=O)C1C=CC=CC=1.[C:36]([O:44][CH:45]1[C:53]2[C:48](=[CH:49][CH:50]=[C:51]([CH3:54])[CH:52]=2)[N:47]([CH2:55][CH2:56][CH:57]([CH3:59])[CH3:58])[C:46]1=[O:60])(=[O:43])[C:37]1[CH:42]=[CH:41][CH:40]=[CH:39][CH:38]=1.BrCC1C=CC(OC)=C(OC)C=1>>[C:36]([O:44][C:45]1([CH2:23][C:24]2[CH:25]=[CH:26][C:27]([O:32][CH3:33])=[C:28]([O:30][CH3:31])[CH:29]=2)[C:53]2[C:48](=[CH:49][CH:50]=[C:51]([CH3:54])[CH:52]=2)[N:47]([CH2:55][CH2:56][CH:57]([CH3:58])[CH3:59])[C:46]1=[O:60])(=[O:43])[C:37]1[CH:38]=[CH:39][CH:40]=[CH:41][CH:42]=1. Procedure: This compound was made in an analogous fashion to 1-ethyl-5-methyl-2-oxo-3-(3,4,5-trimethoxybenzyl)indolin-3-yl benzoate using 1-isopentyl-5-methyl-2-oxoindolin-3-yl benzoate and 4-(bromomethyl)-1,2-dimethoxybenzene. 1H-NMR δ 8.06 (d, 2H), 7.57 (t, 1H), 7.43 (t, 2H), 7.08 (d, 1H), 6.93 (s, 1H), 6.67 (d, 1H), 6.60 (t, 2H), 6.36 (s, 1H), 3.82 (s, 3H), 3.64 (m, 4H), 3.46 (m, 2H), 3.26 (d, 1H), 2.27 (s, 3H), 1.50 (m, 1H), 1.26 (m, 2H) 0.92 (dd, 6H). Starting materials: C1CCOC1, CCOC(C)=O, [Cl-], O=[N+]([O-])c1cc(S(=O)(=O)N2CCCCc3ccccc32)ccc1Cl, [NH4+], O. Yields the product Nc1cc(S(=O)(=O)N2CCCCc3ccccc32)ccc1Cl. As a reaction SMILES: [CH2:33]1[O:34][CH2:35][CH2:36][CH2:37]1.[CH3:25][CH2:26][O:27][C:28](=[O:29])[CH3:30].[Cl-:31].[N+:1]([O-:2])(=[O:3])[c:4]1[cH:5][c:6]([S:11](=[O:12])(=[O:13])[N:14]2[c:15]3[c:16]([cH:21][cH:22][cH:23][cH:24]3)[CH2:17][CH2:18][CH2:19][CH2:20]2)[cH:7][cH:8][c:9]1[Cl:10].[NH4+:32].[OH2:38]>>[NH2:1][c:4]1[cH:5][c:6]([S:11](=[O:12])(=[O:13])[N:14]2[c:15]3[c:16]([cH:21][cH:22][cH:23][cH:24]3)[CH2:17][CH2:18][CH2:19][CH2:20]2)[cH:7][cH:8][c:9]1[Cl:10]. Reactants: C(C)N(C(C(=O)[O-])N(Cl)Cl)C(C(C)C)=O (ethyl-α-N,N-dichloroaminoisobutyrylglycinate), C(C)C(N(C=O)C(C(C)C)=O)(C(=O)[O-])N (ethyl-N-formyl-α-aminoisobutyrylglycinate), [H][H] (hydrogen). The reagents and catalysts are [Pd] (palladium-on-charcoal). The solvent is Cl (hydrogen chloride), O1CCCC1 (tetrahydrofuran). Product: Cl.C(C)N(C(C(=O)O)N)C(C(C)C)=O (ethyl-α-aminoisobutyrylglycinate hydrochloride). RXN SMILES: [CH2:1]([N:3]([C:11](=[O:15])[CH:12]([CH3:14])[CH3:13])[CH:4]([N:8](Cl)[Cl:9])[C:5]([O-:7])=[O:6])[CH3:2].C(C(N)(C([O-])=O)N(C(=O)C(C)C)C=O)C.[H][H]>Cl.O1CCCC1.[Pd]>[ClH:9].[CH2:1]([N:3]([C:11](=[O:15])[CH:12]([CH3:14])[CH3:13])[CH:4]([NH2:8])[C:5]([OH:7])=[O:6])[CH3:2] |f:6.7|. Procedure details: Preparation of ethyl-α-N,N-dichloroaminoisobutyrylglycinate: To a solution of 2.16 g (0.01 mol) of ethyl-N-formyl-α-aminoisobutyrylglycinate in 50 ml of dry hydrogen chloride in tetrahydrofuran (1 M), there was added 1 g of 10% palladium-on-charcoal. The mixture was shaken at room temperature under at atmosphere of hydrogen at 50 psi for several days. Following filtration, the solvent was removed under reduced pressure to afford 1.18 g (0.005 mol), 50%, ethyl-α-aminoisobutyrylglycinate hydrochlo... The reactants are COC(=O)CCc1cc(C)c(-c2nc3ccc(C(=O)Nc4nccc5ccccc45)cc3[nH]2)c(C)c1, CO, Cl, [Na+], [OH-]. Yields the product Cc1cc(CCC(=O)O)cc(C)c1-c1nc2ccc(C(=O)Nc3nccc4ccccc34)cc2[nH]1. Reaction SMILES: [CH3:1][O:2][C:3]([CH2:4][CH2:5][c:6]1[cH:7][c:8]([CH3:35])[c:9](-[c:13]2[n:14][c:15]3[c:16]([nH:17]2)[cH:18][c:19]([C:22]([NH:23][c:24]2[n:25][cH:26][cH:27][c:28]4[cH:29][cH:30][cH:31][cH:32][c:33]24)=[O:34])[cH:20][cH:21]3)[c:10]([CH3:12])[cH:11]1)=[O:36].[CH3:40][OH:41].[ClH:39].[Na+:38].[OH-:37]>>[O:2]=[C:3]([CH2:4][CH2:5][c:6]1[cH:7][c:8]([CH3:35])[c:9](-[c:13]2[n:14][c:15]3[c:16]([nH:17]2)[cH:18][c:19]([C:22]([NH:23][c:24]2[n:25][cH:26][cH:27][c:28]4[cH:29][cH:30][cH:31][cH:32][c:33]24)=[O:34])[cH:20][cH:21]3)[c:10]([CH3:12])[cH:11]1)[OH:36]. Reactants: CC(C)(C)[O-], CCOC(=O)CC1c2ccccc2C(=O)N1CC1CC1, [Cl-], [K+], NC(N)=[NH2+], O. Yields the product N=C(N)NC(=O)CC1c2ccccc2C(=O)N1CC1CC1. As a reaction SMILES: [CH3:1][C:2]([CH3:3])([O-:4])[CH3:5].[CH:12]1([CH2:15][N:16]2[CH:17]([CH2:26][C:27](=[O:28])[O:29][CH2:30][CH3:31])[c:18]3[cH:19][cH:20][cH:21][cH:22][c:23]3[C:24]2=[O:25])[CH2:13][CH2:14]1.[Cl-:7].[K+:6].[NH2:8][C:9]([NH2:10])=[NH2+:11].[OH2:32]>>[NH:8]=[C:9]([NH2:10])[NH:11][C:27]([CH2:26][CH:17]1[N:16]([CH2:15][CH:12]2[CH2:13][CH2:14]2)[C:24](=[O:25])[c:23]2[c:18]1[cH:19][cH:20][cH:21][cH:22]2)=[O:28].